From a dataset of the Open Reaction Database (ORD), a public repository of structured organic reaction records. describe an organic reaction: reactants, conditions, products, and yield Starting materials: FC(C=1C=C(C(=O)C2=C(C(=O)O)C=CC=N2)C=CC1)(F)F (2-(3-trifluoromethylbenzoyl)nicotinic acid), ClC1=C(C(=CC(=C1)C(F)(F)F)Cl)NN (2,6-dichloro-4-trifluoromethylphenylhydrazine), O (water). Solvent: C1(=CC=CC=C1)C (toluene). The product is ClC1=C(C(=CC(=C1)C(F)(F)F)Cl)NN=C(C1=C(N=CC=C1)C(C1=CC(=CC=C1)C(F)(F)F)=O)O (2-(3-trifluoromethylbenzoyl)nicotinic acid (2,6-dichloro-4-trifluoromethylphenyl)hydrazone). Isolated yield 9.0%. As a reaction SMILES: [F:1][C:2]([F:21])([F:20])[C:3]1[CH:4]=[C:5]([CH:17]=[CH:18][CH:19]=1)[C:6]([C:8]1[N:16]=[CH:15][CH:14]=[CH:13][C:9]=1[C:10]([OH:12])=O)=[O:7].[Cl:22][C:23]1[CH:28]=[C:27]([C:29]([F:32])([F:31])[F:30])[CH:26]=[C:25]([Cl:33])[C:24]=1[NH:34][NH2:35].O>C1(C)C=CC=CC=1>[Cl:22][C:23]1[CH:28]=[C:27]([C:29]([F:31])([F:30])[F:32])[CH:26]=[C:25]([Cl:33])[C:24]=1[NH:34][N:35]=[C:10]([OH:12])[C:9]1[CH:13]=[CH:14][CH:15]=[N:16][C:8]=1[C:6](=[O:7])[C:5]1[CH:17]=[CH:18][CH:19]=[C:3]([C:2]([F:1])([F:21])[F:20])[CH:4]=1. Procedure details: A suspension of 2-(3-trifluoromethylbenzoyl)nicotinic acid (1.5 g) and 2,6-dichloro-4-trifluoromethylphenylhydrazine (1.87 g) in toluene was stirred at reflux with azeotropic removal of water (using a Dean Stark apparatus) for 6.5 hours. The mixture was cooled to room temperature and then washed with 2N hydrochloric acid and water. The organic phase was dried and evaporated. The crude product was purified by column chromatography to yield a yellow gum which was triturated in hexane to yield the ... The reactants are CC(C)C(CS(=O)(=O)N1CCN(c2ccc(Br)cc2)CC1)C(=O)OC(C)(C)C, CC(C)C(CS(=O)(=O)Cl)C(=O)N1C(=O)OCC1Cc1ccccc1, Fc1ccc(-c2ccc(OC3CCNCC3)nc2)cc1. The product is CC(C)C(CS(=O)(=O)N1CCC(Oc2ccc(-c3ccc(F)cc3)cn2)CC1)C(=O)N1C(=O)OCC1Cc1ccccc1. As a reaction SMILES: [C:1]([O:2][C:3](=[O:4])[CH:5]([CH2:6][S:7]([N:8]1[CH2:9][CH2:10][N:11]([c:12]2[cH:13][cH:14][c:15]([Br:16])[cH:17][cH:18]2)[CH2:19][CH2:20]1)(=[O:21])=[O:22])[CH:23]([CH3:24])[CH3:25])([CH3:26])([CH3:27])[CH3:28].[CH2:49]([c:50]1[cH:51][cH:52][cH:53][cH:54][cH:55]1)[CH:56]1[N:57]([C:62]([CH:63]([CH:64]([CH3:65])[CH3:66])[CH2:67][S:68](=[O:69])(=[O:70])[Cl:71])=[O:72])[C:58](=[O:61])[O:59][CH2:60]1.[F:29][c:30]1[cH:31][cH:32][c:33](-[c:36]2[cH:37][cH:38][c:39]([O:42][CH:43]3[CH2:44][CH2:45][NH:46][CH2:47][CH2:48]3)[n:40][cH:41]2)[cH:34][cH:35]1>>[F:29][c:30]1[cH:31][cH:32][c:33](-[c:36]2[cH:37][cH:38][c:39]([O:42][CH:43]3[CH2:44][CH2:45][N:46]([S:68]([CH2:67][CH:63]([C:62]([N:57]4[CH:56]([CH2:49][c:50]5[cH:51][cH:52][cH:53][cH:54][cH:55]5)[CH2:60][O:59][C:58]4=[O:61])=[O:72])[CH:64]([CH3:65])[CH3:66])(=[O:69])=[O:70])[CH2:47][CH2:48]3)[n:40][cH:41]2)[cH:34][cH:35]1. As a reaction SMILES: [OH:1][C:2]1[CH:3]=[C:4]([CH2:8][CH2:9][C:10]([OH:12])=[O:11])[CH:5]=[CH:6][CH:7]=1.S(Cl)(Cl)=O.[CH2:17](O)[CH3:18]>>[CH2:17]([O:11][C:10](=[O:12])[CH2:9][CH2:8][C:4]1[CH:5]=[CH:6][CH:7]=[C:2]([OH:1])[CH:3]=1)[CH3:18]. Product: C(C)OC(CCC1=CC(=CC=C1)O)=O (3-(3-hydroxy-phenyl)propionic acid ethyl ester). Procedure: To an ice-cooled solution of 3-(3-hydroxyphenyl)propionic acid (20.0 g, 120 mmol) in ethanol was dropwise added thionyl chloride (8.8 ml, 120 mmol). The mixture was stirred at room temperature over night, concentrated in vacuo and submitted to flash chromatography (10% ethyl acetate in toluene eluent) to give 23.3 g of 3-(3-hydroxy-phenyl)propionic acid ethyl ester. Starting materials: ice, OC=1C=C(C=CC1)CCC(=O)O (3-(3-hydroxyphenyl)propionic acid), C(C)O (ethanol), S(=O)(Cl)Cl (thionyl chloride). Reactants: CO, Cc1ccccc1, O=C(Cl)c1cn(-c2nccc3ccccc23)c2ncccc12, Cl, Cl, N=C(N)N, [Na]. Product: N=C(N)NC(=O)c1cn(-c2nccc3ccccc23)c2ncccc12. RXN SMILES: [CH3:2][OH:3].[CH3:32][c:33]1[cH:34][cH:35][cH:36][cH:37][cH:38]1.[Cl:10][C:11](=[O:12])[c:13]1[cH:14][n:15](-[c:22]2[n:23][cH:24][cH:25][c:26]3[cH:27][cH:28][cH:29][cH:30][c:31]23)[c:16]2[n:17][cH:18][cH:19][cH:20][c:21]12.[ClH:4].[ClH:9].[NH2:5][C:6](=[NH:7])[NH2:8].[Na:1]>>[NH:5]=[C:6]([NH:7][C:11](=[O:12])[c:13]1[cH:14][n:15](-[c:22]2[n:23][cH:24][cH:25][c:26]3[cH:27][cH:28][cH:29][cH:30][c:31]23)[c:16]2[n:17][cH:18][cH:19][cH:20][c:21]12)[NH2:8]. Reactants: C1(CC1)N1C(C(C(C2=C(C(=C(C(=C12)OC)F)F)[N+](=O)[O-])=O)C(=O)OCC)C1=CC=CC=C1 (ethyl 1-cyclopropyl-6,7-difluoro-1,2,3,4-tetrahydro-8-methoxy-5-nitro-4-oxo-2-phenylquinoline-3-carboxylate). Reagents/catalysts: [O-2].[O-2].[Mn+4] (manganese dioxide). The solvent is C(Cl)Cl (CH2Cl2). Run at time 16 hour. Product: C1(CC1)N1C(=C(C(C2=C(C(=C(C(=C12)OC)F)F)[N+](=O)[O-])=O)C(=O)OCC)C1=CC=CC=C1 (ethyl 1-cyclopropyl-6,7-difluoro-1,4-dihydro-8-methoxy-5-nitro-4-oxo-2-phenylquinoline-3-carboxylate). The yield is 40.6%. Reaction SMILES: [CH:1]1([N:4]2[C:13]3[C:8](=[C:9]([N+:18]([O-:20])=[O:19])[C:10]([F:17])=[C:11]([F:16])[C:12]=3[O:14][CH3:15])[C:7](=[O:21])[CH:6]([C:22]([O:24][CH2:25][CH3:26])=[O:23])[CH:5]2[C:27]2[CH:32]=[CH:31][CH:30]=[CH:29][CH:28]=2)[CH2:3][CH2:2]1>C(Cl)Cl.[O-2].[O-2].[Mn+4]>[CH:1]1([N:4]2[C:13]3[C:8](=[C:9]([N+:18]([O-:20])=[O:19])[C:10]([F:17])=[C:11]([F:16])[C:12]=3[O:14][CH3:15])[C:7](=[O:21])[C:6]([C:22]([O:24][CH2:25][CH3:26])=[O:23])=[C:5]2[C:27]2[CH:28]=[CH:29][CH:30]=[CH:31][CH:32]=2)[CH2:2][CH2:3]1 |f:2.3.4|. Procedure details: A suspension of ethyl 1-cyclopropyl-6,7-difluoro-1,2,3,4-tetrahydro-8-methoxy-5-nitro-4-oxo-2-phenylquinoline-3-carboxylate (2.60 g, 5.82 mmol) and manganese dioxide (39.0 g, 449 mmol) in CH2Cl2 (60 mL) was stirred at room temperature for 16 h. The catalyst was removed by filtration over Celite and the filtrate was concentrated in vacuo. The crude product was purified by column chromatography (Hexane:EtOAc 5:1→1:1) to yield ethyl 1-cyclopropyl-6,7-difluoro-1,4-dihydro-8-methoxy-5-nitro-4-oxo-2-p... Reactants: COc1ccc(COc2ccc(C)c(C(=O)c3ccc(Br)cc3[N+](=O)[O-])c2)cc1, O=C([O-])[O-], C1COCCO1, [Cs+], [Cs+], Nc1ccc(F)cc1F, O=C(C=Cc1ccccc1)C=Cc1ccccc1, O=C(C=Cc1ccccc1)C=Cc1ccccc1, O=C(C=Cc1ccccc1)C=Cc1ccccc1, [Pd], [Pd]. Product: COc1ccc(COc2ccc(C)c(C(=O)c3ccc(Nc4ccc(F)cc4F)cc3[N+](=O)[O-])c2)cc1. As a reaction SMILES: [Br:10][c:11]1[cH:12][c:13]([N+:36](=[O:37])[O-:38])[c:14]([C:17](=[O:18])[c:19]2[c:20]([CH3:35])[cH:21][cH:22][c:23]([O:25][CH2:26][c:27]3[cH:28][cH:29][c:30]([O:33][CH3:34])[cH:31][cH:32]3)[cH:24]2)[cH:15][cH:16]1.[C:39](=[O:40])([O-:41])[O-:42].[CH2:45]1[O:46][CH2:47][CH2:48][O:49][CH2:50]1.[Cs+:43].[Cs+:44].[F:1][c:2]1[c:3]([NH2:9])[cH:4][cH:5][c:6]([F:8])[cH:7]1.[O:53]=[C:54]([CH:55]=[CH:56][c:57]1[cH:58][cH:59][cH:60][cH:61][cH:62]1)[CH:63]=[CH:64][c:65]1[cH:66][cH:67][cH:68][cH:69][cH:70]1.[O:71]=[C:72]([CH:73]=[CH:74][c:75]1[cH:76][cH:77][cH:78][cH:79][cH:80]1)[CH:81]=[CH:82][c:83]1[cH:84][cH:85][cH:86][cH:87][cH:88]1.[O:89]=[C:90]([CH:91]=[CH:92][c:93]1[cH:94][cH:95][cH:96][cH:97][cH:98]1)[CH:99]=[CH:100][c:101]1[cH:102][cH:103][cH:104][cH:105][cH:106]1.[Pd:51].[Pd:52]>>[F:1][c:2]1[c:3]([NH:9][c:11]2[cH:12][c:13]([N+:36](=[O:37])[O-:38])[c:14]([C:17](=[O:18])[c:19]3[c:20]([CH3:35])[cH:21][cH:22][c:23]([O:25][CH2:26][c:27]4[cH:28][cH:29][c:30]([O:33][CH3:34])[cH:31][cH:32]4)[cH:24]3)[cH:15][cH:16]2)[cH:4][cH:5][c:6]([F:8])[cH:7]1. Starting materials: C1CCOC1 (THF), C(=O)O (formic acid), OS(=O)(=O)O (H2SO4). Reagents/catalysts: [Pd] (Pd/C). The solvent is CN(C)C=O (DMF). Yields the product CCCCCCCCCCCC (dodecane). Isolated yield 83.0%. As a reaction SMILES: [CH2:1]1[CH2:5]O[CH2:3][CH2:2]1.C(O)=O.OS(O)(=O)=O>[Pd].CN(C=O)C>[CH3:3][CH2:2][CH2:1][CH2:5][CH2:3][CH2:2][CH2:1][CH2:5][CH2:3][CH2:2][CH2:1][CH3:5]. Procedure details: HMF, THF, formic acid (4 equiv.), H2SO4 (3 mol %, relative to HMF) and Pd/C (8 mol %) were stirred at 100° C. to yield DMF in 83% yield by gas chromatography relative to a dodecane standard. Reactants: C(C1=CC=CC=C1)OC(=O)N[C@@H](CC1CCCCC1)C=O (N-benzyloxycarbonyl-3-cyclohexylalaninal), BrC(C(=O)OCC)(F)F (ethyl bromodifluoroacetate). As a reaction SMILES: [CH2:1]([O:8][C:9]([NH:11][C@H:12]([CH:20]=[O:21])[CH2:13][CH:14]1[CH2:19][CH2:18][CH2:17][CH2:16][CH2:15]1)=[O:10])[C:2]1[CH:7]=[CH:6][CH:5]=[CH:4][CH:3]=1.Br[C:23]([F:30])([F:29])[C:24]([O:26][CH2:27][CH3:28])=[O:25]>[Zn]>[CH2:1]([O:8][C:9]([NH:11][CH:12]([CH2:13][CH:14]1[CH2:15][CH2:16][CH2:17][CH2:18][CH2:19]1)[CH:20]([OH:21])[C:23]([F:30])([F:29])[C:24]([O:26][CH2:27][CH3:28])=[O:25])=[O:10])[C:2]1[CH:7]=[CH:6][CH:5]=[CH:4][CH:3]=1. Procedure: The title compound was prepared in 37% yield from N-benzyloxycarbonyl-3-cyclohexylalaninal, ethyl bromodifluoroacetate and zinc by the procedure described in Example 1. The reagents and catalysts are [Zn] (zinc). Isolated yield 37.0%. The product is C(C1=CC=CC=C1)OC(=O)NC(C(C(C(=O)OCC)(F)F)O)CC1CCCCC1 (4-Benzyloxycarbonylamino-5-cyclohexyl-2,2-difluoro-3-hydroxypentanoic acid, ethyl ester). The reactants are BrN1C(CCC1=O)=O (N-Bromosuccinimide), [N+](=O)([O-])C1=CC=C(N)C=C1 (4-nitro aniline). Solvent: CN(C)C=O (DMF). Reaction conditions: temperature 27.5 celsius. Product: BrC1=C(N)C=CC(=C1)[N+](=O)[O-] (2-Bromo-4-nitro-aniline). Reaction SMILES: [Br:1]N1C(=O)CCC1=O.[N+:9]([C:12]1[CH:18]=[CH:17][C:15]([NH2:16])=[CH:14][CH:13]=1)([O-:11])=[O:10]>CN(C=O)C>[Br:1][C:17]1[CH:18]=[C:12]([N+:9]([O-:11])=[O:10])[CH:13]=[CH:14][C:15]=1[NH2:16]. Procedure: N-Bromosuccinimide (26 g, 146 mmol) was added to a stirred solution of 4-nitro aniline (20 g, 145 mmol) in dry DMF (75 mL) in portions under stirring at temperature 25-30° C. Reaction mixture was stirred for 30 min. It was poured over crushed ice slowly under vigorous stirring, filtered and dried, to afford the title compound. Product: O=c1cc(OCc2ccc(F)cn2)ccn1CCc1ccc2c(c1)CCNCC2. Reaction SMILES: [CH3:36][OH:37].[F:1][c:2]1[cH:3][cH:4][c:5]([CH2:8][O:9][c:10]2[cH:11][c:12](=[O:35])[n:13]([CH2:16][CH2:17][c:18]3[cH:19][c:20]4[c:21]([cH:33][cH:34]3)[CH2:22][CH2:23][N:24]([C:27](=[O:28])[C:29]([F:30])([F:31])[F:32])[CH2:25][CH2:26]4)[cH:14][cH:15]2)[n:6][cH:7]1>>[F:1][c:2]1[cH:3][cH:4][c:5]([CH2:8][O:9][c:10]2[cH:11][c:12](=[O:35])[n:13]([CH2:16][CH2:17][c:18]3[cH:19][c:20]4[c:21]([cH:33][cH:34]3)[CH2:22][CH2:23][NH:24][CH2:25][CH2:26]4)[cH:14][cH:15]2)[n:6][cH:7]1. Starting materials: CO, O=C(N1CCc2ccc(CCn3ccc(OCc4ccc(F)cn4)cc3=O)cc2CC1)C(F)(F)F.